Dataset: the Open Reaction Database (ORD), a public repository of structured organic reaction records. Task: describe an organic reaction: reactants, conditions, products, and yield Starting materials: ClC1=NC=C(C=C1)CCCN1C=NC=C1 (2-chloro-5-[3-(1-imidazolyl)propyl]pyridine), O (water), [H-].[Na+] (Sodium hydride), C1(=CC=CC=C1)/C=C/C=1OC=C(N1)CO (2-[(E)-2-phenylethenyl]-4-oxazolylmethanol). The solvent is CN(C=O)C (N,N-dimethylformamide), CN(C=O)C (N,N-dimethylformamide). Conditions: temperature 90 celsius, time 30 minute. Yields the product N1(C=NC=C1)CCCC=1C=CC(=NC1)OCC=1N=C(OC1)\C=C\C1=CC=CC=C1 (5-[3-(1-imidazolyl)propyl]-2-[2-[(E)-2-phenylethenyl]-4-oxazolylmethoxy]pyridine). Yield: 46.9%. RXN SMILES: [H-].[Na+].[C:3]1(/[CH:9]=[CH:10]/[C:11]2[O:12][CH:13]=[C:14]([CH2:16][OH:17])[N:15]=2)[CH:8]=[CH:7][CH:6]=[CH:5][CH:4]=1.Cl[C:19]1[CH:24]=[CH:23][C:22]([CH2:25][CH2:26][CH2:27][N:28]2[CH:32]=[CH:31][N:30]=[CH:29]2)=[CH:21][N:20]=1.O>CN(C)C=O>[N:28]1([CH2:27][CH2:26][CH2:25][C:22]2[CH:23]=[CH:24][C:19]([O:17][CH2:16][C:14]3[N:15]=[C:11](/[CH:10]=[CH:9]/[C:3]4[CH:8]=[CH:7][CH:6]=[CH:5][CH:4]=4)[O:12][CH:13]=3)=[N:20][CH:21]=2)[CH:32]=[CH:31][N:30]=[CH:29]1 |f:0.1|. Procedure details: Sodium hydride (oily, 60%, 660 mg) was added to a solution of 2-[(E)-2-phenylethenyl]-4-oxazolylmethanol (3.02 g) in N,N-dimethylformamide (30 ml) and stirred at 90° C. for 30 minutes, to which was added a solution of 2-chloro-5-[3-(1-imidazolyl)propyl]pyridine (1.10 g) in N,N-dimethylformamide (10 ml). The resultant was stirred at 90° C. for 14 hours. The reaction mixture was poured into water, and extracted with ethyl acetate. The ethyl acetate layer was washed with saturated aqueous sodium bi... Reactants: C1COCCO1, [Cl-], Cc1c(Cl)nnc(N2CCC(N(C)C(=O)OC(C)(C)C)CC2)c1C, N#N, OB(O)c1ccc(F)cc1. Product: Cc1c(-c2ccc(F)cc2)nnc(N2CCC(N(C)C(=O)OC(C)(C)C)CC2)c1C. As a reaction SMILES: [CH2:38]1[O:39][CH2:40][CH2:41][O:42][CH2:43]1.[Cl-:37].[Cl:3][c:4]1[c:5]([CH3:26])[c:6]([CH3:25])[c:7]([N:10]2[CH2:11][CH2:12][CH:13]([N:16]([C:17]([O:18][C:19]([CH3:20])([CH3:21])[CH3:22])=[O:23])[CH3:24])[CH2:14][CH2:15]2)[n:8][n:9]1.[N:1]#[N:2].[OH:27][B:28]([OH:29])[c:30]1[cH:31][cH:32][c:33]([F:34])[cH:35][cH:36]1>>[c:4]1(-[c:30]2[cH:31][cH:32][c:33]([F:34])[cH:35][cH:36]2)[c:5]([CH3:26])[c:6]([CH3:25])[c:7]([N:10]2[CH2:11][CH2:12][CH:13]([N:16]([C:17]([O:18][C:19]([CH3:20])([CH3:21])[CH3:22])=[O:23])[CH3:24])[CH2:14][CH2:15]2)[n:8][n:9]1. Reactants: C(C)OC(=O)N1CCN(CC1)C(C1=CC(=CC(=C1)O)OC1=CC=C(C=C1)C#N)=O (4-[3-(4-cyano phenoxy)-5-hydroxy benzoyl]-piperazine-1-carboxylic acid ethyl ester), C(C)OC(C1=CC=C(C=C1)CBr)=O (4-bromomethyl-benzoic acid ethyl ester). Yields the product C(C)OC(=O)N1CCN(CC1)C(C1=CC(=CC(=C1)OCC1=CC=C(C=C1)C(=O)OCC)OC1=CC=C(C=C1)C#N)=O (4-[3-(4-Cyanophenoxy)-5-(4-ethoxycarbonyl-benzyloxy)-benzoyl]piperazine-1-carboxylic Acid Ethyl Ester). The yield is 83.5%. RXN SMILES: [CH2:1]([O:3][C:4]([N:6]1[CH2:11][CH2:10][N:9]([C:12](=[O:29])[C:13]2[CH:18]=[C:17]([OH:19])[CH:16]=[C:15]([O:20][C:21]3[CH:26]=[CH:25][C:24]([C:27]#[N:28])=[CH:23][CH:22]=3)[CH:14]=2)[CH2:8][CH2:7]1)=[O:5])[CH3:2].[CH2:30]([O:32][C:33](=[O:42])[C:34]1[CH:39]=[CH:38][C:37]([CH2:40]Br)=[CH:36][CH:35]=1)[CH3:31]>>[CH2:1]([O:3][C:4]([N:6]1[CH2:11][CH2:10][N:9]([C:12](=[O:29])[C:13]2[CH:18]=[C:17]([O:19][CH2:40][C:37]3[CH:36]=[CH:35][C:34]([C:33]([O:32][CH2:30][CH3:31])=[O:42])=[CH:39][CH:38]=3)[CH:16]=[C:15]([O:20][C:21]3[CH:26]=[CH:25][C:24]([C:27]#[N:28])=[CH:23][CH:22]=3)[CH:14]=2)[CH2:8][CH2:7]1)=[O:5])[CH3:2]. Procedure: Using 0.52 g (1.31 mmol) of 4-[3-(4-cyano phenoxy)-5-hydroxy benzoyl]-piperazine-1-carboxylic acid ethyl ester and 4-bromomethyl-benzoic acid ethyl ester (0.318 g, 1.31 mmol) and following the procedure of Example 42(b) affored 0.61 g of the required product. Percentage purity (LCMS): 60.0% (M+1)=557.2+1. Reaction SMILES: [NH2:1][CH:2]1[CH2:7][CH2:6][N:5]([CH2:8][CH2:9][N:10]2[C:19]3[C:14](=[CH:15][CH:16]=[CH:17][N:18]=3)[CH:13]=[CH:12][C:11]2=[O:20])[CH2:4][CH2:3]1.[Cl:21][C:22]1[C:31]([CH:32]=O)=[N:30][C:29]2[NH:28][C:27](=[O:34])[CH2:26][S:25][C:24]=2[CH:23]=1.C(O[BH-](OC(=O)C)OC(=O)C)(=O)C.[Na+].C(=O)([O-])O.[Na+].[Cl-].[Na+]>ClCCl.C(Cl)(Cl)Cl.O.C(O)(=O)C>[ClH:21].[Cl:21][C:22]1[C:31]([CH2:32][NH:1][CH:2]2[CH2:7][CH2:6][N:5]([CH2:8][CH2:9][N:10]3[C:19]4[C:14](=[CH:15][CH:16]=[CH:17][N:18]=4)[CH:13]=[CH:12][C:11]3=[O:20])[CH2:4][CH2:3]2)=[N:30][C:29]2[NH:28][C:27](=[O:34])[CH2:26][S:25][C:24]=2[CH:23]=1 |f:2.3,4.5,6.7,12.13|. Procedure details: To a solution of 0.07 g of 1-(2-(4-aminopiperidin-1-yl)ethyl)-1,8-naphthyridin-2(1H)-one in 3 mL of dichloromethane, 57 mg of 7-chloro-3-oxo-3,4-dihydro-2H-pyrido(3,2-b)(1,4)thiazine-6-carbaldehyde and 14 μL of acetic acid were added, the mixture was stirred for 10 minutes, and then, 79 mg of sodium triacetoxyborohydride was added to the reaction mixture, and the mixture was reacted for 1 day. Thereto was further added 7 μL of acetic acid, the mixture was stirred for 35 minutes, and then, 7 μL o... Yields the product Cl.ClC1=CC=2SCC(NC2N=C1CNC1CCN(CC1)CCN1C(C=CC2=CC=CN=C12)=O)=O (7-chloro-6-(((1-(2-(2-oxo-1,8-naphthyridin-1(2H)-yl)ethyl)piperidin-4-yl)amino)methyl)-2H-pyrido(3,2-b)(1,4)thiazin-3(4H)-one hydrochloride). Starting materials: NC1CCN(CC1)CCN1C(C=CC2=CC=CN=C12)=O (1-(2-(4-aminopiperidin-1-yl)ethyl)-1,8-naphthyridin-2(1H)-one), ClC1=CC=2SCC(NC2N=C1C=O)=O (7-chloro-3-oxo-3,4-dihydro-2H-pyrido(3,2-b)(1,4)thiazine-6-carbaldehyde), C(C)(=O)O[BH-](OC(C)=O)OC(C)=O.[Na+] (sodium triacetoxyborohydride), C(C)(=O)O[BH-](OC(C)=O)OC(C)=O.[Na+] (sodium triacetoxyborohydride), C(O)([O-])=O.[Na+] (sodium hydrogen carbonate), [Cl-].[Na+] (sodium chloride). The yield is 109.2%. Run at time 10 minute. Solvent: C(C)(=O)O (acetic acid), ClCCl (dichloromethane), C(C)(=O)O (acetic acid), C(C)(=O)O (acetic acid), C(Cl)(Cl)Cl (chloroform), O (water). The reactants are NC1=C2C(C(=CN3C2=C(C(=C1F)F)CC3C)C(=O)O)=O (7-Amino-8,9-difluoro-2-methyl-6-oxo-1,2-dihydro-pyrrolo[3,2,1-ij]quinoline-5-carboxylic acid), OC1CCNCC1 (4-hydroxypiperidine). Solvent: CN1C(CCC1)=O (N-methylpyrrolidone). The product is NC1=C2C(C(=CN3C2=C(C(=C1F)N1CCC(CC1)O)CC3C)C(=O)O)=O (7-amino-8-fluoro-9-(4-hydroxy-1-piperidyl)-2-methyl-6-oxo-1,2-dihydro-pyrrolo[3,2,1-ij]quinoline-5-carboxylic acid). Isolated yield 31.0%. Reaction SMILES: [NH2:1][C:2]1[C:11]([F:12])=[C:10](F)[C:9]2[CH2:14][CH:15]([CH3:16])[N:7]3[C:8]=2[C:3]=1[C:4](=[O:20])[C:5]([C:17]([OH:19])=[O:18])=[CH:6]3.[OH:21][CH:22]1[CH2:27][CH2:26][NH:25][CH2:24][CH2:23]1>CN1CCCC1=O>[NH2:1][C:2]1[C:11]([F:12])=[C:10]([N:25]2[CH2:26][CH2:27][CH:22]([OH:21])[CH2:23][CH2:24]2)[C:9]2[CH2:14][CH:15]([CH3:16])[N:7]3[C:8]=2[C:3]=1[C:4](=[O:20])[C:5]([C:17]([OH:19])=[O:18])=[CH:6]3. Procedure details: 7-Amino-8,9-difluoro-2-methyl-6-oxo-1,2-dihydro-pyrrolo[3,2,1-ij]quinoline-5-carboxylic acid (0.5 g) and 4-hydroxypiperidine (1.0 g) are suspended in N-methylpyrrolidone (5 ml), and the mixture is heated at 110°-120° C. for 5 hours. The reaction mixture is concentrated to dryness under reduced pressure, and to the residue is added ethanol. The resulting crystals are separated by filtration and recrystallized from N,N-dimethylformamide to give 7-amino-8-fluoro-9-(4-hydroxy-1-piperidyl)-2-methyl-6...